Dataset: the Open Reaction Database (ORD), a public repository of structured organic reaction records. Task: describe an organic reaction: reactants, conditions, products, and yield Starting materials: C(C)OC1=C(C(=CC=C1)F)B(O)O ((2-ethoxy-6-fluorophenyl)boronic acid), C([O-])([O-])=O.[Cs+].[Cs+] (cesium carbonate), O (water), CC1=NN2C(C=CC=C2)=C1C=1SC(=C(N1)OS(=O)(=O)C(F)(F)F)C(=O)OC (Methyl 2-(2-methylpyrazolo[1,5-a]pyridin-3-yl)-4-{[(trifluoromethyl)sulfonyl]oxy}-1,3-thiazole-5-carboxylate), O (water). The solvent is COCCOC (DME). Reaction conditions: temperature 90 celsius, time 5 hour. Yields the product C(C)OC1=C(C(=CC=C1)F)C=1N=C(SC1C(=O)OC)C=1C(=NN2C1C=CC=C2)C (methyl 4-(2-ethoxy-6-fluorophenyl)-2-(2-methylpyrazolo[1,5-a]pyridin-3-yl)-1,3-thiazole-5-carboxylate). Isolated yield 99.6%. RXN SMILES: [CH3:1][C:2]1[C:10]([C:11]2[S:12][C:13]([C:24]([O:26][CH3:27])=[O:25])=[C:14](OS(C(F)(F)F)(=O)=O)[N:15]=2)=[C:5]2[CH:6]=[CH:7][CH:8]=[CH:9][N:4]2[N:3]=1.[CH2:28]([O:30][C:31]1[CH:36]=[CH:35][CH:34]=[C:33]([F:37])[C:32]=1B(O)O)[CH3:29].C(=O)([O-])[O-].[Cs+].[Cs+].O>COCCOC>[CH2:28]([O:30][C:31]1[CH:36]=[CH:35][CH:34]=[C:33]([F:37])[C:32]=1[C:14]1[N:15]=[C:11]([C:10]2[C:2]([CH3:1])=[N:3][N:4]3[CH:9]=[CH:8][CH:7]=[CH:6][C:5]=23)[S:12][C:13]=1[C:24]([O:26][CH3:27])=[O:25])[CH3:29] |f:2.3.4|. Procedure: A suspension of Methyl 2-(2-methylpyrazolo[1,5-a]pyridin-3-yl)-4-{[(trifluoromethyl)sulfonyl]oxy}-1,3-thiazole-5-carboxylate (306 mg, 0.72 mmol) obtained in Example 13-B(ii), (2-ethoxy-6-fluorophenyl)boronic acid (262 mg, 1.4 mmol), [1,1-bis(diphenylphosphino)ferrocene]palladium(II) dichloride dichloromethane complex (80 mg, 0.098 mmol) and cesium carbonate (850 mg, 2.6 mmol) in DME (20 mL), was added water (2 mL), and the mixture was stirred at 90° C. for 5 h. The reaction mixture was allowed t... Reactants: FC(C=1C=C(C=CC1Cl)Br)(F)F (3-trifluoromethyl-4-chloro-1-bromobenzene), [Mg] (magnesium), Grignard reagent, II (iodine), FC1=CC=C(C=C1)C1(C=CC(CC1)N1CCC(CC1)=O)C1=CC=C(C=C1)F (1-[4,4-bis(p-fluorophenyl)-2-cyclohexenyl]-4-piperidone), [Cl-].[NH4+] (ammonium chloride). Solvent: O1CCCC1 (tetrahydrofuran), O1CCCC1 (tetrahydrofuran), O1CCCC1 (tetrahydrofuran). Reaction conditions: time 1 hour. Product: Cl.FC1=CC=C(C=C1)C1(C=CC(CC1)N1CCC(CC1)(O)C1=CC(=C(C=C1)Cl)C(F)(F)F)C1=CC=C(C=C1)F (1-[4,4-bis(p-fluorophenyl)-2-cyclohexenyl]-4-(4-chloro-3-trifluoromethylphenyl)-4-piperidinol hydrochloride). As a reaction SMILES: [F:1][C:2]([F:12])([F:11])[C:3]1[CH:4]=[C:5](Br)[CH:6]=[CH:7][C:8]=1[Cl:9].[Mg].II.[F:16][C:17]1[CH:22]=[CH:21][C:20]([C:23]2([C:36]3[CH:41]=[CH:40][C:39]([F:42])=[CH:38][CH:37]=3)[CH2:28][CH2:27][CH:26]([N:29]3[CH2:34][CH2:33][C:32](=[O:35])[CH2:31][CH2:30]3)[CH:25]=[CH:24]2)=[CH:19][CH:18]=1.[Cl-].[NH4+]>O1CCCC1>[ClH:9].[F:16][C:17]1[CH:22]=[CH:21][C:20]([C:23]2([C:36]3[CH:41]=[CH:40][C:39]([F:42])=[CH:38][CH:37]=3)[CH2:28][CH2:27][CH:26]([N:29]3[CH2:34][CH2:33][C:32]([C:5]4[CH:6]=[CH:7][C:8]([Cl:9])=[C:3]([C:2]([F:12])([F:11])[F:1])[CH:4]=4)([OH:35])[CH2:31][CH2:30]3)[CH:25]=[CH:24]2)=[CH:19][CH:18]=1 |f:4.5,7.8|. Reported procedure: A solution of 6.3 g of 3-trifluoromethyl-4-chloro-1-bromobenzene in 16 ml of tetrahydrofuran is added dropwise to a mixture of 0.6 g of magnesium turnings, a few crystals of iodine and 5 ml of tetrahydrofuran at room temperature with stirring by occasional cooling. After refluxing for 30 minutes, to the cooled Grignard reagent is added dropwise a solution of 7.3 g of 1-[4,4-bis(p-fluorophenyl)-2-cyclohexenyl]-4-piperidone (m.p. 112°-114° C) in 25 ml of tetrahydrofuran by occasional cooling. Afte... Starting materials: [BH4-], CCO, CCOC(C)=O, [Cl-], N#CC1CC1C(=O)c1ccc(C(F)(F)F)cc1F, [NH4+], [Na+]. Product: N#CC1CC1C(O)c1ccc(C(F)(F)F)cc1F. RXN SMILES: [BH4-:1].[CH3:23][CH2:24][OH:25].[CH3:26][CH2:27][O:28][C:29](=[O:30])[CH3:31].[Cl-:21].[F:3][c:4]1[c:5]([C:6](=[O:7])[CH:8]2[CH:9]([C:11]#[N:12])[CH2:10]2)[cH:13][cH:14][c:15]([C:17]([F:18])([F:19])[F:20])[cH:16]1.[NH4+:22].[Na+:2]>>[F:3][c:4]1[c:5]([CH:6]([OH:7])[CH:8]2[CH:9]([C:11]#[N:12])[CH2:10]2)[cH:13][cH:14][c:15]([C:17]([F:18])([F:19])[F:20])[cH:16]1. Starting materials: C(C)OC=1C=C(C=O)C=CC1OC (3-ethoxy-4-methoxybenzaldehyde), C1(CCCCC1)NO (N-cyclohexylhydroxylamine), C1(=CC=C(C=C1)S(=O)(=O)O)C (p-toluenesulfonic acid). Solvent: C1=CC=CC=C1 (benzene). Yields the product C(C)OC=1C=C(C=CC1OC)C=[N+]([O-])C1CCCCC1 (α-(3-Ethoxy4-methoxyphenyl)-N-cyclohexylnitrone). Isolated yield 57.0%. As a reaction SMILES: [CH2:1]([O:3][C:4]1[CH:5]=[C:6]([CH:9]=[CH:10][C:11]=1[O:12][CH3:13])[CH:7]=O)[CH3:2].[CH:14]1([NH:20][OH:21])[CH2:19][CH2:18][CH2:17][CH2:16][CH2:15]1.C1(C)C=CC(S(O)(=O)=O)=CC=1>C1C=CC=CC=1>[CH2:1]([O:3][C:4]1[CH:5]=[C:6]([CH:7]=[N+:20]([CH:14]2[CH2:19][CH2:18][CH2:17][CH2:16][CH2:15]2)[O-:21])[CH:9]=[CH:10][C:11]=1[O:12][CH3:13])[CH3:2]. Procedure details: A solution of 3-ethoxy-4-methoxybenzaldehyde (1 eq.) in benzene was refluxed with N-cyclohexylhydroxylamine (1.3 eq.) in the presence of p-toluenesulfonic acid (0.1 eq.) for 72 h. The title compound was isolated in 57% yield as a solid, m.p. 113.5° C. As a reaction SMILES: Cl.[O:2]=[C:3]1[C:36]2[C:31](=[CH:32][CH:33]=[CH:34][CH:35]=2)[C:5]2([CH2:10][CH2:9][N:8](C(C(NC(=O)C(N)(C)C)CC3C4C(=CC=CC=4)NC=3)=O)[CH2:7][CH2:6]2)[CH2:4]1.[F:37][C:38]([F:43])([F:42])[C:39](O)=[O:40].C1(OC)C=CC=CC=1>ClCCl>[F:37][C:38]([F:43])([F:42])[C:39]([NH2:8])=[O:40].[NH:8]1[CH2:9][CH2:10][C:5]2([C:31]3[C:36](=[CH:35][CH:34]=[CH:33][CH:32]=3)[C:3](=[O:2])[CH2:4]2)[CH2:6][CH2:7]1 |f:0.1,5.6|. Solvent: ClCCl (dichloromethane). The reactants are Cl.O=C1CC2(CCN(CC2)C(=O)C(CC2=CNC3=CC=CC=C23)NC(C(C)(C)N)=O)C2=CC=CC=C12 (N-[1(R,S)-[(2,3-Dihydro-3-oxospiro [1H-indene-1,4′-piperidin]1′-yl)-carbonyl]-2-(indol-3-yl)ethyl]-2-amino-2-methylpropanamide Hydrochloride), FC(C(=O)O)(F)F (trifluoroacetic acid), C1(=CC=CC=C1)OC (anisole). The product is FC(C(=O)N)(F)F.N1CCC2(CC1)CC(C1=CC=CC=C12)=O (Spiro[1H-indene-1,4′-piperidin]-3(2H)-one Trifluoro-acetamide). Procedure details: A solution of the intermediate from Step A in a 1:1:0.5 mixture of trifluoroacetic acid, dichloromethane and anisole was stirred for 1 hour and then concentrated and azeotroped from toluene to give the title compound. 1H NMR (200 MHz, CDCl3): 7.81-7.70 (m, 1H),7.62-7.45 (m, 2H), 7.22-7.15 (m, 1H), 3.72-3.58 (m, 2H), 3.29-3.04 (m, 2H), 2.70 (s, 2H), 2.47 (dt, 2H), 1.85-1.75 (m, 2H). Run at time 1 hour. The reactants are CC(C)(C)OC(=O)N(CCC(N)=O)CCC1CCCCC1, C1COCCO1, Cl. Yields the product Cl, NC(=O)CCNCCC1CCCCC1. RXN SMILES: [C:2]([O:3][C:4](=[O:5])[N:9]([CH2:10][CH2:11][CH:12]1[CH2:13][CH2:14][CH2:15][CH2:16][CH2:17]1)[CH2:18][CH2:19][C:20](=[O:21])[NH2:22])([CH3:6])([CH3:7])[CH3:8].[CH2:23]1[O:24][CH2:25][CH2:26][O:27][CH2:28]1.[ClH:1]>>[ClH:1].[NH:9]([CH2:10][CH2:11][CH:12]1[CH2:13][CH2:14][CH2:15][CH2:16][CH2:17]1)[CH2:18][CH2:19][C:20](=[O:21])[NH2:22]. Starting materials: C(C)(C)(C)OC(=O)NC1CCN(CC1)CC1CCNCC1 (4-(t-butoxycarbonylamino)-1-(4-piperidinylmethyl)piperidine), C[Si](C)(C)N=C=O (trimethylsilyl isocyanate). The solvent is C(Cl)Cl (methylene chloride). Run at time 8 hour. Product: C(C)(C)(C)OC(=O)NC1CCN(CC1)CC1CCN(CC1)C(N)=O (4-(t-butoxycarbonylamino)-1-(1-carbamoyl-4-piperidinylmethyl)piperidine). Isolated yield 83.1%. RXN SMILES: [C:1]([O:5][C:6]([NH:8][CH:9]1[CH2:14][CH2:13][N:12]([CH2:15][CH:16]2[CH2:21][CH2:20][NH:19][CH2:18][CH2:17]2)[CH2:11][CH2:10]1)=[O:7])([CH3:4])([CH3:3])[CH3:2].C[Si]([N:26]=[C:27]=[O:28])(C)C>C(Cl)Cl>[C:1]([O:5][C:6]([NH:8][CH:9]1[CH2:10][CH2:11][N:12]([CH2:15][CH:16]2[CH2:17][CH2:18][N:19]([C:27](=[O:28])[NH2:26])[CH2:20][CH2:21]2)[CH2:13][CH2:14]1)=[O:7])([CH3:4])([CH3:2])[CH3:3]. Procedure: To a solution of 4-(t-butoxycarbonylamino)-1-(4-piperidinylmethyl)piperidine (590 mg) in methylene chloride (30 ml) is added trimethylsilyl isocyanate (220 mg) under ice-cooling, and the mixture is stirred at room temperature for 8 hours. The reaction mixture is washed with water and a saturated aqueous sodium chloride solution, dried over anhydrous magnesium sulfate, and the solvent is evaporated under reduced pressure. The residue is purified by silica gel column chromatography (eluent; chloro...